From a dataset of the Open Reaction Database (ORD), a public repository of structured organic reaction records. describe an organic reaction: reactants, conditions, products, and yield Starting materials: Fc1ccc(CBr)c(Cl)c1, CC(=O)CC(=O)SC(C)(C)C. Yields the product CC(=O)C(Cc1ccc(F)cc1Cl)C(=O)SC(C)(C)C. RXN SMILES: [Br:1][CH2:2][c:3]1[c:4]([Cl:10])[cH:5][c:6]([F:9])[cH:7][cH:8]1.[C:11]([CH3:12])([CH3:13])([CH3:14])[S:15][C:16]([CH2:17][C:18]([CH3:19])=[O:20])=[O:21]>>[CH2:2]([c:3]1[c:4]([Cl:10])[cH:5][c:6]([F:9])[cH:7][cH:8]1)[CH:17]([C:16]([S:15][C:11]([CH3:12])([CH3:13])[CH3:14])=[O:21])[C:18]([CH3:19])=[O:20]. The reactants are CCN, O=C(Cl)c1nc(CCl)n(-c2ccc(Cl)cc2C(=O)c2ccccc2Cl)n1, C1COCCO1. Product: CCNC(=O)c1nc(CCl)n(-c2ccc(Cl)cc2C(=O)c2ccccc2Cl)n1. As a reaction SMILES: [CH3:27][CH2:28][NH2:29].[Cl:1][c:2]1[c:3]([C:4](=[O:5])[c:6]2[c:7](-[n:13]3[n:14][c:15]([C:20](=[O:21])[Cl:22])[n:16][c:17]3[CH2:18][Cl:19])[cH:8][cH:9][c:10]([Cl:12])[cH:11]2)[cH:23][cH:24][cH:25][cH:26]1.[O:30]1[CH2:31][CH2:32][O:33][CH2:34][CH2:35]1>>[Cl:1][c:2]1[c:3]([C:4](=[O:5])[c:6]2[c:7](-[n:13]3[n:14][c:15]([C:20](=[O:21])[NH:29][CH2:28][CH3:27])[n:16][c:17]3[CH2:18][Cl:19])[cH:8][cH:9][c:10]([Cl:12])[cH:11]2)[cH:23][cH:24][cH:25][cH:26]1. Reactants: BrC1=CC=C(C=C1)N1C(C(CC1)OC=1C(=NC=CC1)Br)=O (1-(4-bromo-phenyl)-3-(2-bromo-pyridin-3-yloxy)-pyrrolidin-2-one), CN1CCNCC1 (1-methylpiperazine), [I-].[Na+] (sodium iodide), O1CCOCC1 (dioxane). Solvent: C(C)(=O)OCC (ethyl acetate). Yields the product BrC1=CC=C(C=C1)N1C(C(CC1)OC=1C(=NC=CC1)N1CCN(CC1)C)=O (1-(4-Bromo-phenyl)-3-[2-(4-methyl-piperazin-1-yl)-pyridin-3-yloxy]-pyrrolidin-2-one). The yield is 35.0%. As a reaction SMILES: [Br:1][C:2]1[CH:7]=[CH:6][C:5]([N:8]2[CH2:12][CH2:11][CH:10]([O:13][C:14]3[C:15](Br)=[N:16][CH:17]=[CH:18][CH:19]=3)[C:9]2=[O:21])=[CH:4][CH:3]=1.[CH3:22][N:23]1[CH2:28][CH2:27][NH:26][CH2:25][CH2:24]1.[I-].[Na+].O1CCOCC1>C(OCC)(=O)C>[Br:1][C:2]1[CH:7]=[CH:6][C:5]([N:8]2[CH2:12][CH2:11][CH:10]([O:13][C:14]3[C:15]([N:26]4[CH2:27][CH2:28][N:23]([CH3:22])[CH2:24][CH2:25]4)=[N:16][CH:17]=[CH:18][CH:19]=3)[C:9]2=[O:21])=[CH:4][CH:3]=1 |f:2.3|. Procedure details: To a 100 mL round-bottomed flask equipped with condenser and N2 inlet were added 1.15 g (2.79 mmol) of 1-(4-bromo-phenyl)-3-(2-bromo-pyridin-3-yloxy)-pyrrolidin-2-one, 1.6 mL (13.96 mmol) 1-methylpiperazine, 0.418 g (2.79 mmol) sodium iodide, and 20 mL dioxane. The reaction was refluxed 5 days, cooled, taken up in ethyl acetate, washed with water, dried over sodium sulfate, and evaporated. The residue was chromatographed on silica gel using methanol/ethyl acetate to afford the desired product in...